This data is from the Open Reaction Database (ORD), a public repository of structured organic reaction records. The task is: describe an organic reaction: reactants, conditions, products, and yield Starting materials: ClC1=C(C=CC=C1)C1CC=2NC=3C=CC(=CC3C2C2C1C(OC2=O)=O)OC (4-(2-Chlorophenyl)-9-methoxy-4,5,6,10c-tetrahydro-1H-furo[3,4-c]carbazole-1,3(3aH)-dione), COC1=C(CN)C=CC(=C1)OC (2,4-dimethoxybenzylamine). Solvent: C(C)(=O)O (acetic acid). Yields the product ClC1=C(C=CC=C1)C1=CC=2NC=3C=CC(=CC3C2C2=C1C(N(C2=O)CC2=C(C=C(C=C2)OC)OC)=O)OC (4-(2-Chlorophenyl)-2-(2,4-dimethoxybenzyl)-9-methoxypyrrolo[3,4-c]carbazole-1,3(2H,6H)-dione). Reaction SMILES: [Cl:1][C:2]1[CH:7]=[CH:6][CH:5]=[CH:4][C:3]=1[CH:8]1[CH:20]2[C:21](=O)[O:22][C:23](=[O:24])[CH:19]2[C:18]2[C:17]3[CH:16]=[C:15]([O:26][CH3:27])[CH:14]=[CH:13][C:12]=3[NH:11][C:10]=2[CH2:9]1.[CH3:28][O:29][C:30]1[CH:37]=[C:36]([O:38][CH3:39])[CH:35]=[CH:34][C:31]=1[CH2:32][NH2:33]>C(O)(=O)C>[Cl:1][C:2]1[CH:7]=[CH:6][CH:5]=[CH:4][C:3]=1[C:8]1[C:20]2[C:21](=[O:22])[N:33]([CH2:32][C:31]3[CH:34]=[CH:35][C:36]([O:38][CH3:39])=[CH:37][C:30]=3[O:29][CH3:28])[C:23](=[O:24])[C:19]=2[C:18]2[C:17]3[CH:16]=[C:15]([O:26][CH3:27])[CH:14]=[CH:13][C:12]=3[NH:11][C:10]=2[CH:9]=1. Procedure details: To a solution of anhydride (286) (2.80 g, 7.42 mmol) prepared as described in example 296 in glacial acetic acid (70 mL) was added 2,4-dimethoxybenzylamine (1.67 mL, 11.1 mmol). The resulting solution was heated at reflux for 6 hours before being partially concentrated under reduced pressure and diluted with water to precipitate an orange solid, which was collected by filtration, washed with water and dried in vacuo. This crude material was then dissolved in p-dioxane and aromatized according to...